This data is from the Open Reaction Database (ORD), a public repository of structured organic reaction records. The task is: describe an organic reaction: reactants, conditions, products, and yield Starting materials: C(C)OC(=O)C1=NC=CC(=C1NC(CC1=C(C=C(C=C1F)F)F)=O)CC (ethyl 3-[2-(2,4,6-trifluorophenyl)-acetylamino]-pyridine-2-carboxylic acid ethyl ester), C([O-])([O-])=O.[K+].[K+] (potassium carbonate). The solvent is CN(C)C=O (DMF), O (water). Reaction conditions: time 18 hour. The product is FC1=C(C(=CC(=C1)F)F)C1C(NC2=CC=CN=C2C1=O)=O (3-(2,4,6-trifluorophenyl)-1H-[1,5]naphthyridine-2,4-dione). RXN SMILES: C(O[C:4]([C:6]1[C:11]([NH:12][C:13](=[O:24])[CH2:14][C:15]2[C:20]([F:21])=[CH:19][C:18]([F:22])=[CH:17][C:16]=2[F:23])=[C:10](CC)[CH:9]=[CH:8][N:7]=1)=[O:5])C.C(=O)([O-])[O-].[K+].[K+]>CN(C=O)C.O>[F:21][C:20]1[CH:19]=[C:18]([F:22])[CH:17]=[C:16]([F:23])[C:15]=1[CH:14]1[C:4](=[O:5])[C:6]2[C:11](=[CH:10][CH:9]=[CH:8][N:7]=2)[NH:12][C:13]1=[O:24] |f:1.2.3|. Procedure details: The product from Step 2 (0.80 g) and potassium carbonate (0.40 g) were stirred in dry DMF (10 ml) at 100° C. for 6 hours. The reaction mixture was cooled, stood for 18 hours and the DMF was evaporated to give a solid. This was diluted with water (1 ml), acidified to neutrality and the water was evaporated to give a solid, which was then extracted with methanol. The methanol was evaporated to give 3-(2,4,6-trifluorophenyl)-1H-[1,5]naphthyridine-2,4-dione as a peach coloured solid (0.15 g), which ... Starting materials: ClCCCCBr, O=C([O-])[O-], CN(C)C=O, COc1cc2c(Cl)ncnc2cc1O, [K+], [K+]. RXN SMILES: [Br:15][CH2:16][CH2:17][CH2:18][CH2:19][Cl:20].[C:21](=[O:22])([O-:23])[O-:24].[CH3:27][N:28]([CH3:29])[CH:30]=[O:31].[Cl:1][c:2]1[n:3][cH:4][n:5][c:6]2[cH:7][c:8]([OH:14])[c:9]([O:12][CH3:13])[cH:10][c:11]12.[K+:25].[K+:26]>>[Cl:1][c:2]1[n:3][cH:4][n:5][c:6]2[cH:7][c:8]([O:14][CH2:16][CH2:17][CH2:18][CH2:19][Cl:20])[c:9]([O:12][CH3:13])[cH:10][c:11]12. The product is COc1cc2c(Cl)ncnc2cc1OCCCCCl. Reactants: CC(O)(CC(O)(CC(OC1CC2C=CC1C2)C(F)(F)F)C(F)(F)F)C(F)(F)F, ClCCCl, CC(O)(CC(O)(CC(OC1C2CC3C(C2)C31)C(F)(F)F)C(F)(F)F)C(F)(F)F, Cc1ccc(S(=O)(=O)O)cc1. The product is CC(O)(CC(O)(CC(O)C(F)(F)F)C(F)(F)F)C(F)(F)F. Reaction SMILES: [CH:12]12[CH2:13][CH:14]([CH:15]=[CH:16]1)[CH2:17][CH:18]2[O:19][CH:20]([CH2:21][C:22]([CH2:23][C:24]([C:25]([F:26])([F:27])[F:28])([OH:29])[CH3:30])([OH:31])[C:32]([F:33])([F:34])[F:35])[C:36]([F:37])([F:38])[F:39].[Cl:68][CH2:69][CH2:70][Cl:71].[F:40][C:41]([F:42])([F:43])[C:44]([CH3:45])([OH:46])[CH2:47][C:48]([C:49]([F:50])([F:51])[F:52])([OH:53])[CH2:54][CH:55]([O:56][CH:57]1[CH:58]2[CH2:59][CH:60]3[CH:61]([CH2:62]2)[CH:63]13)[C:64]([F:65])([F:66])[F:67].[c:1]1([CH3:2])[cH:3][cH:4][c:5]([S:6]([OH:7])(=[O:8])=[O:9])[cH:10][cH:11]1>>[OH:19][CH:20]([CH2:21][C:22]([CH2:23][C:24]([C:25]([F:26])([F:27])[F:28])([OH:29])[CH3:30])([OH:31])[C:32]([F:33])([F:34])[F:35])[C:36]([F:37])([F:38])[F:39].